The task is: describe an organic reaction: reactants, conditions, products, and yield. This data is from the Open Reaction Database (ORD), a public repository of structured organic reaction records. Starting materials: CCCCCCCCCCBr, N#Cc1ccc(-c2ccc(O)cc2)cc1, O=C([O-])[O-], CCC(C)=O, [I-], [K+], [K+], [K+]. The product is CCCCCCCCCCOc1ccc(-c2ccc(C#N)cc2)cc1. As a reaction SMILES: [Br:16][CH2:17][CH2:18][CH2:19][CH2:20][CH2:21][CH2:22][CH2:23][CH2:24][CH2:25][CH3:26].[C:1](#[N:2])[c:3]1[cH:4][cH:5][c:6](-[c:9]2[cH:10][cH:11][c:12]([OH:15])[cH:13][cH:14]2)[cH:7][cH:8]1.[C:27](=[O:28])([O-:29])[O-:30].[CH3:35][C:36](=[O:37])[CH2:38][CH3:39].[I-:34].[K+:31].[K+:32].[K+:33]>>[C:1](#[N:2])[c:3]1[cH:4][cH:5][c:6](-[c:9]2[cH:10][cH:11][c:12]([O:15][CH2:17][CH2:18][CH2:19][CH2:20][CH2:21][CH2:22][CH2:23][CH2:24][CH2:25][CH3:26])[cH:13][cH:14]2)[cH:7][cH:8]1.